describe an organic reaction: reactants, conditions, products, and yield From a dataset of the Open Reaction Database (ORD), a public repository of structured organic reaction records. The reactants are BrCc1ccccc1, Nc1nc[nH]n1. Product: Nc1ncn(Cc2ccccc2)n1. RXN SMILES: [Br:7][CH2:8][c:9]1[cH:10][cH:11][cH:12][cH:13][cH:14]1.[NH2:1][c:2]1[n:3][nH:4][cH:5][n:6]1>>[NH2:1][c:2]1[n:3][n:4]([CH2:8][c:9]2[cH:10][cH:11][cH:12][cH:13][cH:14]2)[cH:5][n:6]1. Starting materials: C1CCOC1, CCOC(=O)CSc1nc(C(C)(C)C)nn1C(=O)N(C)C, Cl. Yields the product CN(C)C(=O)n1nc(C(C)(C)C)nc1SCC(=O)O. RXN SMILES: [CH2:23]1[O:24][CH2:25][CH2:26][CH2:27]1.[CH3:1][N:2]([C:3](=[O:4])[n:5]1[n:6][c:7]([C:17]([CH3:18])([CH3:19])[CH3:20])[n:8][c:9]1[S:10][CH2:11][C:12](=[O:13])[O:14][CH2:15][CH3:16])[CH3:21].[ClH:22]>>[CH3:1][N:2]([C:3](=[O:4])[n:5]1[n:6][c:7]([C:17]([CH3:18])([CH3:19])[CH3:20])[n:8][c:9]1[S:10][CH2:11][C:12](=[O:13])[OH:14])[CH3:21]. Reactants: COC(=O)C=Cc1c(-c2ccccc2)[nH]c(C)c1C(=O)C(=O)N1CCN(c2cccc(C(F)(F)F)c2)CC1, CCO, [Na+], [OH-], O. The product is Cc1[nH]c(-c2ccccc2)c(C=CC(=O)O)c1C(=O)C(=O)N1CCN(c2cccc(C(F)(F)F)c2)CC1. RXN SMILES: [CH3:1][O:2][C:3]([CH:4]=[CH:5][c:6]1[c:7](-[c:32]2[cH:33][cH:34][cH:35][cH:36][cH:37]2)[nH:8][c:9]([CH3:31])[c:10]1[C:11]([C:12]([N:13]1[CH2:14][CH2:15][N:16]([c:19]2[cH:20][c:21]([C:25]([F:26])([F:27])[F:28])[cH:22][cH:23][cH:24]2)[CH2:17][CH2:18]1)=[O:29])=[O:30])=[O:38].[CH3:42][CH2:43][OH:44].[Na+:40].[OH-:39].[OH2:41]>>[O:2]=[C:3]([CH:4]=[CH:5][c:6]1[c:7](-[c:32]2[cH:33][cH:34][cH:35][cH:36][cH:37]2)[nH:8][c:9]([CH3:31])[c:10]1[C:11]([C:12]([N:13]1[CH2:14][CH2:15][N:16]([c:19]2[cH:20][c:21]([C:25]([F:26])([F:27])[F:28])[cH:22][cH:23][cH:24]2)[CH2:17][CH2:18]1)=[O:29])=[O:30])[OH:38]. Starting materials: O[C@H]([C@H](C)N(C([C@@H](CCCC1=CC=CC=C1)N)=O)C)C1=CC=CC=C1 (2(R)-Amino-5phenyl-pentanoic acid (2(S)-hydroxy-1(S)-methyl-2-phenyl-ethyl)-methyl-amide), O (water), O (water). Product: N[C@@H](C(=O)O)CCCC1=CC=CC=C1 (2(R)-Amino-5-phenyl-pentanoic acid). As a reaction SMILES: O[C@@H](C1C=CC=CC=1)[C@@H](N(C)[C:6](=[O:18])[C@H:7]([NH2:17])[CH2:8][CH2:9][CH2:10][C:11]1[CH:16]=[CH:15][CH:14]=[CH:13][CH:12]=1)C.[OH2:26]>>[NH2:17][C@H:7]([CH2:8][CH2:9][CH2:10][C:11]1[CH:12]=[CH:13][CH:14]=[CH:15][CH:16]=1)[C:6]([OH:18])=[O:26]. Procedure: A solution of the compound of Example 199, Step A (400 mg, 1.18 mmol) in water (10 mL) was heated to reflux for 20 h. The reaction was diluted with water (20 mL) and extracted with CH2Cl2 (2×20 mL). The combined organic extracts were back extracted with water (2×20 mL) and the combined aqueous extracts were concentrated down to a white solid. The solid was triturated with EtOH to remove residual pseudoephedrine and deliver Example 199, Step B (135 mg, 60%): +APcI MS (M+1)+ 194. The reactants are Cn1cc(C(N)=O)cc1-c1ccnc(Nc2cc(N3CCN(C(=O)OC(C)(C)C)CC3)ccc2OC(F)(F)F)n1, Cl, C1COCCO1. The product is Cn1cc(C(N)=O)cc1-c1ccnc(Nc2cc(N3CCNCC3)ccc2OC(F)(F)F)n1. Reaction SMILES: [C:1]([O:2][C:3](=[O:4])[N:8]1[CH2:9][CH2:10][N:11]([c:14]2[cH:15][c:16]([NH:25][c:26]3[n:27][cH:28][cH:29][c:30](-[c:32]4[n:33]([CH3:40])[cH:34][c:35]([C:37]([NH2:38])=[O:39])[cH:36]4)[n:31]3)[c:17]([O:20][C:21]([F:22])([F:23])[F:24])[cH:18][cH:19]2)[CH2:12][CH2:13]1)([CH3:5])([CH3:6])[CH3:7].[ClH:47].[O:41]1[CH2:42][CH2:43][O:44][CH2:45][CH2:46]1>>[NH:8]1[CH2:9][CH2:10][N:11]([c:14]2[cH:15][c:16]([NH:25][c:26]3[n:27][cH:28][cH:29][c:30](-[c:32]4[n:33]([CH3:40])[cH:34][c:35]([C:37]([NH2:38])=[O:39])[cH:36]4)[n:31]3)[c:17]([O:20][C:21]([F:22])([F:23])[F:24])[cH:18][cH:19]2)[CH2:12][CH2:13]1. Starting materials: ClC(=O)OC1=CC=C(C=C1)[N+](=O)[O-] (4-nitrophenyl chloroformate), O (water), ClC(=O)OC1=CC=C(C=C1)[N+](=O)[O-] (4-Nitrophenyl chloroformate), ClC1=C(C=CC=C1)C=1C=NNC1 (4-(2-chlorophenyl)-1H-pyrazole), TEA. Run in C(Cl)Cl (CH2Cl2). Run at temperature 0 celsius, time 30 minute. The product is ClC1=C(C=CC=C1)C=1C=NN(C1)C(=O)OC1=CC=C(C=C1)[N+](=O)[O-] (4-nitrophenyl 4-(2-chlorophenyl)-1H-pyrazole-1-carboxylate). The yield is 45.0%. Reaction SMILES: Cl[C:2]([O:4][C:5]1[CH:10]=[CH:9][C:8]([N+:11]([O-:13])=[O:12])=[CH:7][CH:6]=1)=[O:3].[Cl:14][C:15]1[CH:20]=[CH:19][CH:18]=[CH:17][C:16]=1[C:21]1[CH:22]=[N:23][NH:24][CH:25]=1.O>C(Cl)Cl>[Cl:14][C:15]1[CH:20]=[CH:19][CH:18]=[CH:17][C:16]=1[C:21]1[CH:25]=[N:24][N:23]([C:2]([O:4][C:5]2[CH:10]=[CH:9][C:8]([N+:11]([O-:13])=[O:12])=[CH:7][CH:6]=2)=[O:3])[CH:22]=1. Procedure details: 4-Nitrophenyl chloroformate (2.3 g, 11.5 mmol) and 4-(2-chlorophenyl)-1H-pyrazole (2.0 g, 11.0 mmol) are dissolved in 30 mL CH2Cl2 and cooled to 0° C. TEA (1.7 mL, 12.0 mmol) is added, and the reaction is allowed to warm to RT. After 30 min, additional 4-nitrophenyl chloroformate (0.25 g) and TEA are added. After 1 h, water is added. The mixture is extracted with CH2Cl2, dried (MgSO4), filtered and concentrated to give a solid. The solid is triturated with hexanes, filtered and dried to provide ... The solvent is C1CCOC1 (THF). Reported procedure: A solution of α-phenyl-2,8-bis(trifluoromethyl)quinoline-4-methanol (50 mg, 0.13 mmol) in anhydrous THF (4 mL) was treated with NaH (18 mg, 60% dispersion in oil, 0.44 mmol), stirred at room temperature for 2 min, treated with iodomethane (0.8 mL, 1.2 mmol) and stirred for 15 min. The solution was then treated with water (10 mL), extracted with ether (2×10 mL), the extracts washed with water (10 mL), dried (MgSO4), concentrated in vacuo and purified by chromatography [SiO2; heptane-EtOAc (10:1)]... Reaction SMILES: [C:1]1([CH:7]([C:9]2[C:18]3[C:13](=[C:14]([C:19]([F:22])([F:21])[F:20])[CH:15]=[CH:16][CH:17]=3)[N:12]=[C:11]([C:23]([F:26])([F:25])[F:24])[CH:10]=2)[OH:8])[CH:6]=[CH:5][CH:4]=[CH:3][CH:2]=1.[H-].[Na+].I[CH3:30].O>C1COCC1>[CH3:30][O:8][CH:7]([C:9]1[C:18]2[C:13](=[C:14]([C:19]([F:20])([F:21])[F:22])[CH:15]=[CH:16][CH:17]=2)[N:12]=[C:11]([C:23]([F:26])([F:24])[F:25])[CH:10]=1)[C:1]1[CH:6]=[CH:5][CH:4]=[CH:3][CH:2]=1 |f:1.2|. Yields the product COC(C1=CC=CC=C1)C1=CC(=NC2=C(C=CC=C12)C(F)(F)F)C(F)(F)F (4-(α-Methoxybenzyl)-2,8-bis(trifluoromethyl)quinoline). The reactants are C1(=CC=CC=C1)C(O)C1=CC(=NC2=C(C=CC=C12)C(F)(F)F)C(F)(F)F (α-phenyl-2,8-bis(trifluoromethyl)quinoline-4-methanol), [H-].[Na+] (NaH), O (water), IC (iodomethane). Isolated yield 81.9%. Conditions: time 2 minute.